This data is from the Open Reaction Database (ORD), a public repository of structured organic reaction records. The task is: describe an organic reaction: reactants, conditions, products, and yield The reactants are ClC1=CC=C(C=C1)C1(CCN(CC12CC2)C([C@@H](C(C)C)NC(OCC[Si](C)(C)C)=O)=O)O (2-(trimethylsilyl)ethyl (2R)-1-(8-(4-chlorophenyl)-8-hydroxy-5-azaspiro[2.5]octan-5-yl)-3-methyl-1-oxobutan-2-ylcarbamate), CCCC[N+](CCCC)(CCCC)CCCC.[F-] (TBAF). Run in C1CCOC1 (THF). Run at time 8 hour. The product is N[C@@H](C(=O)N1CC2(CC2)C(CC1)(O)C1=CC=C(C=C1)Cl)C(C)C ((2R)-2-amino-1-(8-(4-chlorophenyl)-8-hydroxy-5-azaspiro[2.5]octan-5-yl)-3-methylbutan-1-one). Isolated yield 79.6%. As a reaction SMILES: [Cl:1][C:2]1[CH:7]=[CH:6][C:5]([C:8]2([OH:32])[C:13]3([CH2:15][CH2:14]3)[CH2:12][N:11]([C:16](=[O:31])[C@H:17]([NH:21]C(=O)OCC[Si](C)(C)C)[CH:18]([CH3:20])[CH3:19])[CH2:10][CH2:9]2)=[CH:4][CH:3]=1.CCCC[N+](CCCC)(CCCC)CCCC.[F-]>C1COCC1>[NH2:21][C@H:17]([CH:18]([CH3:20])[CH3:19])[C:16]([N:11]1[CH2:10][CH2:9][C:8]([C:5]2[CH:4]=[CH:3][C:2]([Cl:1])=[CH:7][CH:6]=2)([OH:32])[C:13]2([CH2:15][CH2:14]2)[CH2:12]1)=[O:31] |f:1.2|. Procedure: A solution of 2-(trimethylsilyl)ethyl (2R)-1-(8-(4-chlorophenyl)-8-hydroxy-5-azaspiro[2.5]octan-5-yl)-3-methyl-1-oxobutan-2-ylcarbamate (754 mg, 1.567 mmol) in THF (10 mL) was treated with TBAF (1.0 M in THF) (6.27 mL, 6.27 mmol), and the mixture was stirred overnight at room temperature. The reaction mixture was concentrated in-vacuo, and the residue was partitioned between EtOAc and saturated sodium bicarbonate. The layers were separated, and the organic phase was washed 2× with saturate sodiu... Starting materials: N([C@H](CCC(OC(C)(C)C)=O)C(=O)O)C(=O)OCC1=CC=CC=C1 (Z-D-Glu(OBut)-OH), N[C@@H](C(C)C)C(=O)N[C@@H](CC1=CC=C(C=C1)OC(C)(C)C)C(=O)OC.Cl (H-Val-Tyr(But)-OMe.HCl). Solvent: CN(C=O)C (dimethylformamide). Product: N([C@H](CCC(OC(C)(C)C)=O)C(=O)N[C@@H](C(C)C)C(=O)N[C@@H](CC1=CC=C(C=C1)OC(C)(C)C)C(=O)OC)C(=O)OCC1=CC=CC=C1 (Z-D-Glu(OBut)-Val-Tyr(But)-OMe). RXN SMILES: [NH:1]([C:15]([O:17][CH2:18][C:19]1[CH:24]=[CH:23][CH:22]=[CH:21][CH:20]=1)=[O:16])[C@@H:2]([C:12]([OH:14])=O)[CH2:3][CH2:4][C:5](=[O:11])[O:6][C:7]([CH3:10])([CH3:9])[CH3:8].[NH2:25][C@H:26]([C:30]([NH:32][C@H:33]([C:46]([O:48][CH3:49])=[O:47])[CH2:34][C:35]1[CH:40]=[CH:39][C:38]([O:41][C:42]([CH3:45])([CH3:44])[CH3:43])=[CH:37][CH:36]=1)=[O:31])[CH:27]([CH3:29])[CH3:28].Cl>CN(C)C=O>[NH:1]([C:15]([O:17][CH2:18][C:19]1[CH:24]=[CH:23][CH:22]=[CH:21][CH:20]=1)=[O:16])[C@@H:2]([C:12]([NH:25][C@H:26]([C:30]([NH:32][C@H:33]([C:46]([O:48][CH3:49])=[O:47])[CH2:34][C:35]1[CH:36]=[CH:37][C:38]([O:41][C:42]([CH3:43])([CH3:44])[CH3:45])=[CH:39][CH:40]=1)=[O:31])[CH:27]([CH3:29])[CH3:28])=[O:14])[CH2:3][CH2:4][C:5](=[O:11])[O:6][C:7]([CH3:8])([CH3:9])[CH3:10] |f:1.2|. Procedure details: 4.04 g (12 mmoles) of Z-D-Glu(OBut)-OH are subjected to a condensation reaction with 4.64 g (12 mmoles) of H-Val-Tyr(But)-OMe.HCl in 25 ml of dimethylformamide analogously to Example 38 A. Yield 6.72 g. The substance is purified further by chromatography on silica gel. The eluting agent is a mixture of methylene chloride and acetone in proportions such as 9:1. Yield 6.63 g (70%), melting point 100°-104°, [α]D27 =-8.4° (c=1, methanol). Reactants: BrC=1C=C2C(C(NC(C2=CC1)=O)=O)=COC (6-bromo-4-(methoxymethylene)-isoquinoline-1,3(2H,4H)-dione), CN(C=O)C (dimethylformamide), CN(CCCCCN)C (N1,N1-dimethylpentane-1,5-diamine). Run in CCOCC (ether). Conditions: time 1 hour. The product is BrC=1C=C2/C(/C(NC(C2=CC1)=O)=O)=C/NCCCCCN(C)C ((Z)-6-Bromo-4-((5-(dimethylamino)pentylamino)methylene)isoquinoline-1,3(2H,4H)-dione). Isolated yield 64.0%. RXN SMILES: [Br:1][C:2]1[CH:3]=[C:4]2[C:9](=[CH:10][CH:11]=1)[C:8](=[O:12])[NH:7][C:6](=[O:13])[C:5]2=[CH:14]OC.CN(C)C=O.[CH3:22][N:23]([CH3:30])[CH2:24][CH2:25][CH2:26][CH2:27][CH2:28][NH2:29]>CCOCC>[Br:1][C:2]1[CH:3]=[C:4]2[C:9](=[CH:10][CH:11]=1)[C:8](=[O:12])[NH:7][C:6](=[O:13])/[C:5]/2=[CH:14]\[NH:29][CH2:28][CH2:27][CH2:26][CH2:25][CH2:24][N:23]([CH3:30])[CH3:22]. Reported procedure: A mixture of 6-bromo-4-(methoxymethylene)-isoquinoline-1,3(2H,4H)-dione (70.5 mg, 0.25 mmole), dimethylformamide (2 mL) and N1,N1-dimethylpentane-1,5-diamine (32.6 mg, 0.25 mmole) is stirred at room temperature for one hour. The reaction mixture is diluted with ether, filtered and washed with fresh ether and dried to give a light salmon solid, 61.1 mg, (64% yield) MS (ES+): 382.2, (M+H).